From a dataset of the Open Reaction Database (ORD), a public repository of structured organic reaction records. describe an organic reaction: reactants, conditions, products, and yield The reactants are [N+](=O)([O-])C=1C=C(CN2CCC(CC2)NC(OC(C)(C)C)=O)C=CC1 (Tert-butyl N-{1-(3-nitrobenzyl)piperidin-4-yl}carbamate). Solvent: C(=O)(C(F)(F)F)O.C(Cl)Cl (TFA DCM). Reaction conditions: temperature 30 celsius, time 8 hour. Yields the product [N+](=O)([O-])C=1C=C(CN2CCC(CC2)N)C=CC1 (1-(3-nitrobenzyl)piperidin-4-amine). Yield: 156.7%. RXN SMILES: [N+:1]([C:4]1[CH:5]=[C:6]([CH:22]=[CH:23][CH:24]=1)[CH2:7][N:8]1[CH2:13][CH2:12][CH:11]([NH:14]C(=O)OC(C)(C)C)[CH2:10][CH2:9]1)([O-:3])=[O:2]>C(O)(C(F)(F)F)=O.C(Cl)Cl>[N+:1]([C:4]1[CH:5]=[C:6]([CH:22]=[CH:23][CH:24]=1)[CH2:7][N:8]1[CH2:9][CH2:10][CH:11]([NH2:14])[CH2:12][CH2:13]1)([O-:3])=[O:2] |f:1.2|. Procedure details: Tert-butyl N-{1-(3-nitrobenzyl)piperidin-4-yl}carbamate (30.0 g, 89.5 mmol, 1.0 eq)) was dissolved in 300 mL of TFA:DCM (1:10) and the resulting solution stirred at 30° C. overnight. The reaction mixture was then concentrated under vacuum to provide crude 1-(3-nitrobenzyl)piperidin-4-amine (33 g, TFA salt) as a white solid. The reactants are [N+](=O)([O-])C=1C=CC(=NC1)C(C(=O)OC(C)(C)C)C(=O)OCC (tert-Butyl ethyl (5-nitropyridin-2-yl)malonate), FC(C(=O)O)(F)F (trifluoroacetic acid). Solvent: ClCCl (dichloromethane). Conditions: time 20 hour. The product is [N+](=O)([O-])C=1C=CC(=NC1)CC(=O)OCC (Ethyl (5-nitropyridin-2-yl)acetate). Yield: 69.8%. As a reaction SMILES: [N+:1]([C:4]1[CH:5]=[CH:6][C:7]([CH:10](C(OCC)=O)[C:11]([O:13][C:14](C)(C)[CH3:15])=[O:12])=[N:8][CH:9]=1)([O-:3])=[O:2].FC(F)(F)C(O)=O>ClCCl>[N+:1]([C:4]1[CH:5]=[CH:6][C:7]([CH2:10][C:11]([O:13][CH2:14][CH3:15])=[O:12])=[N:8][CH:9]=1)([O-:3])=[O:2]. Procedure: To a stirred solution of tert-butyl ethyl (5-nitropyridin-2-yl)malonate (6.93 g, 22.3 mmol, step 1 of Example 1) in dichloromethane (75 mL) was added trifluoroacetic acid (7.64 g, 67.0 mmol) at room temperature, and the mixture was stirred at room temperature for 20 h. The mixture was washed with saturated aqueous sodium hydrogencarbonate solution, dried over magnesium sulfate and concentrated under reduced pressure. The resulting residue was chromatographed on a column of silica gel eluting wit... Reactants: [Mg+]Cc1ccccc1, CCOC1=CC(=O)CC1, C1CCOC1, [Cl-], O=S(=O)(O)O. Product: O=C1C=C(Cc2ccccc2)CC1. Reaction SMILES: [CH2:11]([c:12]1[cH:13][cH:14][cH:15][cH:16][cH:17]1)[Mg+:18].[CH2:1]([O:2][C:4]1=[CH:5][C:6](=[O:9])[CH2:7][CH2:8]1)[CH3:3].[CH2:24]1[O:25][CH2:26][CH2:27][CH2:28]1.[Cl-:10].[S:19](=[O:20])(=[O:21])([OH:22])[OH:23]>>[C:4]1([CH2:11][c:12]2[cH:13][cH:14][cH:15][cH:16][cH:17]2)=[CH:5][C:6](=[O:9])[CH2:7][CH2:8]1. Starting materials: BrC=1C=CC(=NC1C)C(=O)OC (methyl 5-bromo-6-methylpyridine-2-carboxylate), [H-].C(C(C)C)[Al+]CC(C)C (Diisobutylaluminium hydride). Run in O1CCCC1 (tetrahydrofuran). Run at temperature -78 celsius, time 60 minute. The product is BrC=1C=CC(=NC1C)C=O (5-bromo-6-methylpyridine-2-carbaldehyde). The yield is 80.1%. Reaction SMILES: [Br:1][C:2]1[CH:3]=[CH:4][C:5]([C:9](OC)=[O:10])=[N:6][C:7]=1[CH3:8].[H-].C([Al+]CC(C)C)C(C)C>O1CCCC1>[Br:1][C:2]1[CH:3]=[CH:4][C:5]([CH:9]=[O:10])=[N:6][C:7]=1[CH3:8] |f:1.2|. Procedure details: A 250 mL round-bottom flask was purged with and maintained under an inert atmosphere of nitrogen then charged with methyl 5-bromo-6-methylpyridine-2-carboxylate (7.00 g, 30.6 mmol, 1.00 equiv), tetrahydrofuran (150 mL). Diisobutylaluminium hydride (60 mL, 1 mol/L in hexane) was added dropwise at −78° C. The resulting solution was stirred for 60 min at −78° C., quenched by ammonium chloride (50 mL), extracted with ethyl acetate (2×100 mL). The organic layers were combined, dried over anhydrous so... Starting materials: N (ammonia), ClC=1C(=NC(=C(C1)C(F)(F)F)F)OC (3-chloro-6-fluoro-2-methoxy-5-trifluoromethylpyridine). The solvent is C(C)O (ethanol). Run at temperature 110 celsius, time 15 hour. Product: NC1=NC(=C(C=C1C(F)(F)F)Cl)OC (2-Amino-5-chloro-6-methoxy-3-trifluoromethylpyridine). RXN SMILES: [NH3:1].[Cl:2][C:3]1[C:4]([O:14][CH3:15])=[N:5][C:6](F)=[C:7]([C:9]([F:12])([F:11])[F:10])[CH:8]=1>C(O)C>[NH2:1][C:6]1[C:7]([C:9]([F:12])([F:11])[F:10])=[CH:8][C:3]([Cl:2])=[C:4]([O:14][CH3:15])[N:5]=1. Procedure: 16.2 g (0.954 mol) of gaseous ammonia were injected into an autoclave containing 36.5 g (0.159 mol) of 3-chloro-6-fluoro-2-methoxy-5-trifluoromethylpyridine and 150 ml of ethanol and the mixture was then stirred for 15 hours at 110° C. After cooling and releasing the pressure, the reaction mixture was concentrated and the residue was partitioned in methylene chloride/water. After 0.4 g of insoluble matter had been separated off, the organic phase was separated off, and the aqueous phase was reex...